From a dataset of the Open Reaction Database (ORD), a public repository of structured organic reaction records. describe an organic reaction: reactants, conditions, products, and yield Starting materials: ClCCOC1=CC(=C(C=C1)OC)[N+](=O)[O-] (4-(2-chloroethoxy)-1-methoxy-2-nitrobenzene), C(C)NCC (diethylamine). Run in C(C)#N (acetonitrile), ClCCl (dichloromethane). Reaction conditions: temperature 120 celsius. Product: C(C)N(CC)CCOC1=CC(=C(C=C1)OC)[N+](=O)[O-] (N,N-Diethyl-2-(4-methoxy-3-nitrophenoxy)ethylamine). Reaction SMILES: Cl[CH2:2][CH2:3][O:4][C:5]1[CH:10]=[CH:9][C:8]([O:11][CH3:12])=[C:7]([N+:13]([O-:15])=[O:14])[CH:6]=1.[CH2:16]([NH:18][CH2:19][CH3:20])[CH3:17]>C(#N)C.ClCCl>[CH2:16]([N:18]([CH2:2][CH2:3][O:4][C:5]1[CH:10]=[CH:9][C:8]([O:11][CH3:12])=[C:7]([N+:13]([O-:15])=[O:14])[CH:6]=1)[CH2:19][CH3:20])[CH3:17]. Procedure: 4-(2-chloroethoxy)-1-methoxy-2-nitrobenzene (0.15 g, 0.67 mmol) was dissolved in acetonitrile (1 ml). Excess diethylamine (1.5 ml, 17.7 mmol) was added and the reaction heated in the microwave (T=120° C., 40 min) to complete conversion. The reaction mixture was diluted with dichloromethane, then washed with 5M sodium hydroxide and brine, then dried over sodium sulfate. Evaporation of the solvent under reduced pressure gave the title compound as an orange oil. The reactants are [OH-].[Na+] (sodium hydroxide), CNC(=O)CC=1C=2CC3=C(NC(C=4N3C=C(N4)C(=O)OCC)=O)C2C=CC1 (ethyl 9-(N-methylaminocarbonylmethyl)-4,5-dihydro-4-oxo-10H-imidazo[1,2-a]indeno[1,2-e]pyrazin-2-carboxylate). Run in O1CCOCC1 (dioxane). Conditions: time 2 hour. Product: CNC(=O)CC=1C=2CC3=C(NC(C=4N3C=C(N4)C(=O)O)=O)C2C=CC1 (9-(N-methylaminocarbonylmethyl)-4,5-dihydro-4-oxo-10H-imidazo[1,2-a]indeno[1,2-e]pyrazin-2-carboxylic acid). RXN SMILES: [OH-].[Na+].[CH3:3][NH:4][C:5]([CH2:7][C:8]1[C:9]2[CH2:10][C:11]3[N:16]4[CH:17]=[C:18]([C:20]([O:22]CC)=[O:21])[N:19]=[C:15]4[C:14](=[O:25])[NH:13][C:12]=3[C:26]=2[CH:27]=[CH:28][CH:29]=1)=[O:6]>O1CCOCC1>[CH3:3][NH:4][C:5]([CH2:7][C:8]1[C:9]2[CH2:10][C:11]3[N:16]4[CH:17]=[C:18]([C:20]([OH:22])=[O:21])[N:19]=[C:15]4[C:14](=[O:25])[NH:13][C:12]=3[C:26]=2[CH:27]=[CH:28][CH:29]=1)=[O:6] |f:0.1|. Procedure details: 8.2 ml of 1N sodium hydroxide solution are added dropwise, under a stream of nitrogen and at a temperature in the region of 20° C., to a suspension of 1 g of ethyl 9-(N-methylaminocarbonylmethyl)-4,5-dihydro-4-oxo-10H-imidazo[1,2-a]indeno[1,2-e]pyrazin-2-carboxylate in a dioxane distilled water (100/27 by volume) mixture. The reaction is continued for 2 hours at the same temperature. The light-grey insoluble material is filtered, washed with acetone and then taken up in 15 ml of distilled water.... Reactants: BrC1=NC(=CC=C1)CF (2-bromo-6-(fluoromethyl)-pyridine), C(CC#C)C1=NC2=CC=C(C=C2N=C1)F (2-but-3-ynyl-6-fluoro-quinoxaline). Reaction conditions: time 15 minute. Yields the product FC=1C=C2N=CC(=NC2=CC1)CCC#CC1=NC(=CC=C1)CF (6-fluoro-2-(4-(6-(fluoromethyl)pyridin-2-yl)but-3-ynyl)quinoxaline). Isolated yield 68.2%. RXN SMILES: Br[C:2]1[CH:7]=[CH:6][CH:5]=[C:4]([CH2:8][F:9])[N:3]=1.[CH2:10]([C:14]1[CH:23]=[N:22][C:21]2[C:16](=[CH:17][CH:18]=[C:19]([F:24])[CH:20]=2)[N:15]=1)[CH2:11][C:12]#[CH:13]>>[F:24][C:19]1[CH:20]=[C:21]2[C:16](=[CH:17][CH:18]=1)[N:15]=[C:14]([CH2:10][CH2:11][C:12]#[C:13][C:2]1[CH:7]=[CH:6][CH:5]=[C:4]([CH2:8][F:9])[N:3]=1)[CH:23]=[N:22]2. Reported procedure: The title compound was prepared in accordance with the general method of Example 108(C), from 2-bromo-6-(fluoromethyl)-pyridine (43 mg, 0.22 mmol) and 2-but-3-ynyl-6-fluoro-quinoxaline (45 mg, 0.22 mmol). Microwave conditions: 120° C. for 15 minutes. The crude residue was purified by flash chromatography (cyclohexane/AcOEt 3:2) to yield 45 mg (0.15 mmol, 65%) of 6-fluoro-2-(4-(6-(fluoromethyl)pyridin-2-yl)but-3-ynyl)quinoxaline as an orange solid with a purity of 85%. Reactants: N1(C=NC=C1)CCC(=O)O (3(1H-imidazol-1-yl)propanoic acid), acid chloride, 3-dimethylaminopropylamine leads, CN(CCCNC(CCN1C=NC=C1)=O)C (N-(3-dimethylaminopropyl)-3-(1H-imidazol-1-yl)propanamide), B (borane), N1=C(C2=C3C(C=CC=C13)=CC=C2)S (benz(cd)indol-2-thiol), mercuric acetate, N-(3-dimethylaminopropyl-N-3-(1H-imidazol-1yl))propanamine. Solvent: O1CCCC1 (tetrahydrofuran), C(C)O (ethanol). The product is CN(CCCN(C1=NC2=CC=CC=3C2=C1C=CC3)CCCN3C=NC=C3)C (N-(3-Dimethylaminopropyl)-N-(3-(1H-imidazol-1-yl)propyl)benz(cd)indol-2-amine). Reaction SMILES: N1(CCC(O)=O)C=CN=C1.[CH3:11][N:12]([CH3:26])[CH2:13][CH2:14][CH2:15][NH:16][C:17](=O)[CH2:18][CH2:19][N:20]1[CH:24]=[CH:23][N:22]=[CH:21]1.B.[N:28]1[C:36]2[C:31]3[C:32](=[CH:37][CH:38]=[CH:39][C:30]=3[C:29]=1S)[CH:33]=[CH:34][CH:35]=2>O1CCCC1.C(O)C>[CH3:11][N:12]([CH3:26])[CH2:13][CH2:14][CH2:15][N:16]([CH2:17][CH2:18][CH2:19][N:20]1[CH:24]=[CH:23][N:22]=[CH:21]1)[C:29]1[C:30]2[CH:39]=[CH:38][CH:37]=[C:32]3[C:31]=2[C:36](=[CH:35][CH:34]=[CH:33]3)[N:28]=1. Reported procedure: 3(1H-imidazol-1-yl)propanoic acid is converted to its acid chloride which upon reaction with 3-dimethylaminopropylamine leads to N-(3-dimethylaminopropyl)-3-(1H-imidazol-1-yl)propanamide. Reduction with borane in tetrahydrofuran solution then gives N-(3-dimethylaminopropyl-N-3-(1H-imidazol-1yl))propanamine. Treatment of the latter compound with molar equivalents of benz(cd)indol-2-thiol and mercuric acetate in refluxing ethanol under the conditions of Example 55 then leads to the title compound. The reactants are N[C@@H](CCCNC(N)=N)C(=O)O (Arginine), [N+](=O)(O)[O-].N[C@@H](CCCNC(N)=N)C(=O)O (Arginine Nitrate), [N+](=O)(O)[O-] (nitric acid). Solvent: O (water). The product is [N+](=O)(O)[O-].[N+](=O)(O)[O-].N[C@@H](CCCNC(N)=N)C(=O)O (Arginine Dinitrate), [N+](=O)(O)[O-].[N+](=O)(O)[O-].[N+](=O)(O)[O-].N[C@@H](CCCNC(N)=N)C(=O)O (Arginine Trinitrate). Reaction SMILES: [N+:1]([O-:4])([OH:3])=[O:2].[NH2:5][C@H:6]([C:14]([OH:16])=[O:15])[CH2:7][CH2:8][CH2:9][NH:10][C:11](=[NH:13])[NH2:12].[N+:17]([O-:20])([OH:19])=[O:18].[NH2:21][C@H:22]([C:30]([OH:32])=[O:31])[CH2:23][CH2:24][CH2:25][NH:26][C:27](=[NH:29])[NH2:28]>O>[N+:1]([O-:4])([OH:3])=[O:2].[N+:17]([O-:20])([OH:19])=[O:18].[NH2:5][C@H:6]([C:14]([OH:16])=[O:15])[CH2:7][CH2:8][CH2:9][NH:10][C:11](=[NH:12])[NH2:13].[N+:1]([O-:4])([OH:3])=[O:2].[N+:1]([O-:4])([OH:3])=[O:2].[N+:1]([O-:4])([OH:3])=[O:2].[NH2:21][C@H:22]([C:30]([OH:32])=[O:31])[CH2:23][CH2:24][CH2:25][NH:26][C:27](=[NH:28])[NH2:29] |f:0.1,5.6.7,8.9.10.11|. Procedure details: Applicants have cost-effectively synthesized Arginine Nitrate by combining nitric acid and Arginine, mixing with water, and leaving to crystallize. Further nitratization can take place, yielding Arginine Dinitrate or Arginine Trinitrate. An alternative implementation may comprise using Nitrous Acid (HNO2) instead of Nitric Acid (HNO3), thus yielding Arginine Nitrite. Arginine Nitrite has the same effects as Arginine Nitrate, the only difference being that it requires one less step to yield Nitri... The reactants are CN(C(=O)CN(CC#N)c1ccc(Cl)c(Cl)c1)C(CN1CCCC1)c1ccc(Br)cc1, [Li+], C1CCOC1, [OH-], O. Yields the product CN(C(=O)CN(CC(N)=O)c1ccc(Cl)c(Cl)c1)C(CN1CCCC1)c1ccc(Br)cc1. RXN SMILES: [Br:1][c:2]1[cH:3][cH:4][c:5]([CH:8]([CH2:9][N:10]2[CH2:11][CH2:12][CH2:13][CH2:14]2)[N:15]([C:16]([CH2:17][N:18]([c:19]2[cH:20][c:21]([Cl:26])[c:22]([Cl:25])[cH:23][cH:24]2)[CH2:27][C:28]#[N:29])=[O:30])[CH3:31])[cH:6][cH:7]1.[Li+:33].[O:34]1[CH2:35][CH2:36][CH2:37][CH2:38]1.[OH-:32].[OH2:39]>>[Br:1][c:2]1[cH:3][cH:4][c:5]([CH:8]([CH2:9][N:10]2[CH2:11][CH2:12][CH2:13][CH2:14]2)[N:15]([C:16]([CH2:17][N:18]([c:19]2[cH:20][c:21]([Cl:26])[c:22]([Cl:25])[cH:23][cH:24]2)[CH2:27][C:28]([NH2:29])=[O:32])=[O:30])[CH3:31])[cH:6][cH:7]1. Reported procedure: Sodium hydride (543 mg, 22.6 mmol, 2.00 equiv) was carefully added to a solution of (2S,4R)-1-[(benzyloxy)carbonyl]-4-hydroxy-2-pyrrolidinecarboxylic acid (3-1, 3.00 g, 11.3 mmol, 1 equiv) in THF (100 mL) at 0° C., and resulting mixture was stirred for 20 minutes. Iodomethane (2.11 mL, 33.9 mmol, 3.00 equiv) was added, and the mixture was warmed to 23° C. and stirred for 20 h. The reaction mixture was then diluted with saturated sodium bicarbonate solution washed with ethyl acetate (2×100 mL). T... Solvent: C([O-])(O)=O.[Na+] (sodium bicarbonate), C1CCOC1 (THF). Yields the product C(C1=CC=CC=C1)OC(=O)N1[C@@H](C[C@H](C1)OC)C(=O)O ((2S,4R)-1-[(benzyloxy)carbonyl]-4-methoxy-2-pyrrolidinecarboxylic acid). The reactants are [H-].[Na+] (Sodium hydride), C(C1=CC=CC=C1)OC(=O)N1[C@@H](C[C@H](C1)O)C(=O)O ((2S,4R)-1-[(benzyloxy)carbonyl]-4-hydroxy-2-pyrrolidinecarboxylic acid), IC (Iodomethane). As a reaction SMILES: [H-].[Na+].[CH2:3]([O:10][C:11]([N:13]1[CH2:17][C@H:16]([OH:18])[CH2:15][C@H:14]1[C:19]([OH:21])=[O:20])=[O:12])[C:4]1[CH:9]=[CH:8][CH:7]=[CH:6][CH:5]=1.I[CH3:23]>C1COCC1.C(=O)(O)[O-].[Na+]>[CH2:3]([O:10][C:11]([N:13]1[CH2:17][C@H:16]([O:18][CH3:23])[CH2:15][C@H:14]1[C:19]([OH:21])=[O:20])=[O:12])[C:4]1[CH:9]=[CH:8][CH:7]=[CH:6][CH:5]=1 |f:0.1,5.6|. Conditions: temperature 23 celsius, time 20 minute.